This data is from the Open Reaction Database (ORD), a public repository of structured organic reaction records. The task is: describe an organic reaction: reactants, conditions, products, and yield Starting materials: C#CCN1CCN(C(=O)OC(C)(C)C)CC1, O, O=C(O)C(F)(F)F. Yields the product C#CCN1CCNCC1. RXN SMILES: [CH2:1]([C:2]#[CH:3])[N:4]1[CH2:5][CH2:6][N:7]([C:10]([O:11][C:12]([CH3:13])([CH3:14])[CH3:15])=[O:16])[CH2:8][CH2:9]1.[OH2:24].[OH:17][C:18]([C:19]([F:20])([F:21])[F:22])=[O:23]>>[CH2:1]([C:2]#[CH:3])[N:4]1[CH2:5][CH2:6][NH:7][CH2:8][CH2:9]1. Reactants: CCOC(=O)C(O)c1ccc(OCc2ccccc2)c(CCOCc2ccccc2)c1, CCO, [Na+], [OH-]. Product: O=C(O)C(O)c1ccc(OCc2ccccc2)c(CCOCc2ccccc2)c1. RXN SMILES: [CH2:1]([c:2]1[cH:3][cH:4][cH:5][cH:6][cH:7]1)[O:8][c:9]1[c:10]([CH2:22][CH2:23][O:24][CH2:25][c:26]2[cH:27][cH:28][cH:29][cH:30][cH:31]2)[cH:11][c:12]([CH:15]([C:16](=[O:17])[O:18][CH2:19][CH3:20])[OH:21])[cH:13][cH:14]1.[CH3:34][CH2:35][OH:36].[Na+:33].[OH-:32]>>[CH2:1]([c:2]1[cH:3][cH:4][cH:5][cH:6][cH:7]1)[O:8][c:9]1[c:10]([CH2:22][CH2:23][O:24][CH2:25][c:26]2[cH:27][cH:28][cH:29][cH:30][cH:31]2)[cH:11][c:12]([CH:15]([C:16](=[O:17])[OH:18])[OH:21])[cH:13][cH:14]1. Starting materials: CC(C)(C)OC(=O)NCc1cccc2c1CNC2, C1CCC2=NCCCN2CC1, O=C(O)c1cn(C2CC2)c2c(F)c(F)c(F)cc2c1=O, CN(C)C=O. The product is CC(C)(C)OC(=O)NCc1cccc2c1CN(c1c(F)cc3c(=O)c(C(=O)O)cn(C4CC4)c3c1F)C2. RXN SMILES: [C:21]([CH3:22])([CH3:23])([CH3:24])[O:25][C:26](=[O:27])[NH:28][CH2:29][c:30]1[c:31]2[c:35]([cH:36][cH:37][cH:38]1)[CH2:34][NH:33][CH2:32]2.[CH2:39]1[CH2:40][CH2:41][C:42]2=[N:47][CH2:46][CH2:45][CH2:44][N:43]2[CH2:48][CH2:49]1.[CH:1]1([n:4]2[cH:5][c:6]([C:18](=[O:19])[OH:20])[c:7](=[O:17])[c:8]3[cH:9][c:10]([F:16])[c:11]([F:15])[c:12]([F:14])[c:13]23)[CH2:2][CH2:3]1.[O:50]=[CH:51][N:52]([CH3:53])[CH3:54]>>[CH:1]1([n:4]2[cH:5][c:6]([C:18](=[O:19])[OH:20])[c:7](=[O:17])[c:8]3[cH:9][c:10]([F:16])[c:11]([N:33]4[CH2:32][c:31]5[c:30]([CH2:29][NH:28][C:26]([O:25][C:21]([CH3:22])([CH3:23])[CH3:24])=[O:27])[cH:38][cH:37][cH:36][c:35]5[CH2:34]4)[c:12]([F:14])[c:13]23)[CH2:2][CH2:3]1.